From a dataset of the Open Reaction Database (ORD), a public repository of structured organic reaction records. describe an organic reaction: reactants, conditions, products, and yield Starting materials: Stannous chloride dihydrate, FC(C1=C(C=CC(=C1)[N+](=O)[O-])C1=C(C=C(C=C1)[N+](=O)[O-])C(F)(F)F)(F)F (2,2'-bis(trifluoromethyl)-4,4'-dinitro-1,1'-biphenyl), Cl (hydrochloric acid). Run in C(C)O (ethanol). Product: FC(C1=C(C=CC(=C1)N)C1=C(C=C(C=C1)N)C(F)(F)F)(F)F (2,2'-bis(trifluoromethyl)-4,4'-diamino-1,1'-biphenyl). As a reaction SMILES: [F:1][C:2]([F:26])([F:25])[C:3]1[CH:8]=[C:7]([N+:9]([O-])=O)[CH:6]=[CH:5][C:4]=1[C:12]1[CH:17]=[CH:16][C:15]([N+:18]([O-])=O)=[CH:14][C:13]=1[C:21]([F:24])([F:23])[F:22].Cl>C(O)C>[F:1][C:2]([F:25])([F:26])[C:3]1[CH:8]=[C:7]([NH2:9])[CH:6]=[CH:5][C:4]=1[C:12]1[CH:17]=[CH:16][C:15]([NH2:18])=[CH:14][C:13]=1[C:21]([F:22])([F:23])[F:24]. Procedure: Stannous chloride dihydrate (8 g) was added to a solution of 2,2'-bis(trifluoromethyl)-4,4'-dinitro-1,1'-biphenyl (1.9 g) in 5 ml of ethanol. Concentrated hydrochloric acid (12 ml) was added carefully to the mixture while stirring at room temperature. The mixture was refluxed overnight and the ethanol was removed. Water was added to the residue and it was made basic with 20% sodium hydroxide solution. The resulting white precipitate was collected by filtration, washed with water, dried and then ... Procedure: 4-bromophenol (1.27 g, 7.35 mmol) was combined with 5-fluoro-1H-indazole (1.000 g, 7.35 mmol), CuI (69.9 mg, 0.367 mmol), K3PO4 (3.282 g, 15.4 mmol), toluene (15 mL), and dimethylethylenediamine (0.158 mL, 1.47 mmol). This was refluxed as a mixture for 3 d. The reaction was cooled and partitioned between ethyl acetate and sat. NH4Cl. The aqueous was extracted with ethyl acetate and the combined organics were dried over MgSO4. Purification by silica gel flash chromatography (ethyl acetate in hept... Isolated yield 6.8%. The reactants are BrC1=CC=C(C=C1)O (4-bromophenol), CNCCNC (dimethylethylenediamine), FC=1C=C2C=NNC2=CC1 (5-fluoro-1H-indazole), [O-]P(=O)([O-])[O-].[K+].[K+].[K+] (K3PO4). As a reaction SMILES: Br[C:2]1[CH:7]=[CH:6][C:5]([OH:8])=[CH:4][CH:3]=1.[F:9][C:10]1[CH:11]=[C:12]2[C:16](=[CH:17][CH:18]=1)[NH:15][N:14]=[CH:13]2.[O-]P([O-])([O-])=O.[K+].[K+].[K+].CNCCNC>[Cu]I.C1(C)C=CC=CC=1>[F:9][C:10]1[CH:18]=[CH:17][C:16]2[C:12](=[CH:13][N:14]([C:2]3[CH:7]=[CH:6][C:5]([OH:8])=[CH:4][CH:3]=3)[N:15]=2)[CH:11]=1 |f:2.3.4.5|. Yields the product FC1=CC2=CN(N=C2C=C1)C1=CC=C(C=C1)O (4-(5-fluoro-indazol-2-yl)-phenol). Run in C1(=CC=CC=C1)C (toluene). Reagents/catalysts: [Cu]I (CuI). The reactants are C#CCCC=CC(=O)OCC, CO. The product is C#CCCC=CC(=O)O. RXN SMILES: [C:1]([CH:2]=[CH:3][CH2:4][CH2:5][C:6]#[CH:7])(=[O:8])[O:9][CH2:10][CH3:11].[CH3:12][OH:13]>>[C:1]([CH:2]=[CH:3][CH2:4][CH2:5][C:6]#[CH:7])(=[O:8])[OH:9]. The reactants are N#CC1(NC(=O)C2CC(S(=O)(=O)c3ccccc3C(F)(F)F)CN2)CC1, Cl, O=Cc1ccncc1. Yields the product N#CC1(NC(=O)C2CC(S(=O)(=O)c3ccccc3C(F)(F)F)CN2Cc2ccncc2)CC1. As a reaction SMILES: [C:2](#[N:3])[C:4]1([NH:7][C:8](=[O:9])[CH:10]2[NH:11][CH2:12][CH:13]([S:15](=[O:16])(=[O:17])[c:18]3[c:19]([C:24]([F:25])([F:26])[F:27])[cH:20][cH:21][cH:22][cH:23]3)[CH2:14]2)[CH2:5][CH2:6]1.[ClH:1].[n:28]1[cH:29][cH:30][c:31]([CH:34]=[O:35])[cH:32][cH:33]1>>[C:2](#[N:3])[C:4]1([NH:7][C:8](=[O:9])[CH:10]2[N:11]([CH2:34][c:31]3[cH:30][cH:29][n:28][cH:33][cH:32]3)[CH2:12][CH:13]([S:15](=[O:16])(=[O:17])[c:18]3[c:19]([C:24]([F:25])([F:26])[F:27])[cH:20][cH:21][cH:22][cH:23]3)[CH2:14]2)[CH2:5][CH2:6]1. Starting materials: [BH3-]C#N, C1CCNCC1, C1CCOC1, O=Cc1ccccc1, CC(C)O, CCCCc1nn(-c2ccc(N)cc2C(F)(F)F)c(=O)n1Cc1ccc(-c2ccccc2S(=O)(=O)NC(=O)c2ccccc2Cl)cc1, [Na+], O. The product is CCCCc1nn(-c2ccc(NCc3ccccc3)cc2C(F)(F)F)c(=O)n1Cc1ccc(-c2ccccc2S(=O)(=O)NC(=O)c2ccccc2Cl)cc1. As a reaction SMILES: [C:62]([BH3-:63])#[N:64].[CH2:56]1[CH2:57][CH2:58][NH:59][CH2:60][CH2:61]1.[CH2:66]1[O:67][CH2:68][CH2:69][CH2:70]1.[CH:48](=[O:49])[c:50]1[cH:51][cH:52][cH:53][cH:54][cH:55]1.[CH:72]([OH:73])([CH3:74])[CH3:75].[NH2:1][c:2]1[cH:3][c:4]([C:44]([F:45])([F:46])[F:47])[c:5](-[n:8]2[n:9][c:10]([CH2:40][CH2:41][CH2:42][CH3:43])[n:11]([CH2:14][c:15]3[cH:16][cH:17][c:18](-[c:21]4[c:22]([S:27]([NH:28][C:29]([c:30]5[c:31]([Cl:36])[cH:32][cH:33][cH:34][cH:35]5)=[O:37])(=[O:38])=[O:39])[cH:23][cH:24][cH:25][cH:26]4)[cH:19][cH:20]3)[c:12]2=[O:13])[cH:6][cH:7]1.[Na+:65].[OH2:71]>>[NH:1]([c:2]1[cH:3][c:4]([C:44]([F:45])([F:46])[F:47])[c:5](-[n:8]2[n:9][c:10]([CH2:40][CH2:41][CH2:42][CH3:43])[n:11]([CH2:14][c:15]3[cH:16][cH:17][c:18](-[c:21]4[c:22]([S:27]([NH:28][C:29]([c:30]5[c:31]([Cl:36])[cH:32][cH:33][cH:34][cH:35]5)=[O:37])(=[O:38])=[O:39])[cH:23][cH:24][cH:25][cH:26]4)[cH:19][cH:20]3)[c:12]2=[O:13])[cH:6][cH:7]1)[CH2:48][c:50]1[cH:51][cH:52][cH:53][cH:54][cH:55]1.